Dataset: the Open Reaction Database (ORD), a public repository of structured organic reaction records. Task: describe an organic reaction: reactants, conditions, products, and yield Starting materials: COC=C1C(OC(OC1=O)(C)C)=O (5-methoxymethylene-2,2-dimethyl-[1,3]dioxane-4,6-dione), NC1=CC(CC(C1)C1=C(C=CC=C1)Cl)=O (1-amino-5-(2-chlorophenyl)cyclohexen-3-one). Run in C(C)#N (acetonitrile). Run at time 13 hour. Product: CC1(OC(C(C(O1)=O)=CNC1=CC(CC(C1)C1=C(C=CC=C1)Cl)=O)=O)C (2,2-dimethyl-5-[(3-oxo-5-(2-chlorophenyl)-1-cyclohexenylamino)methylene]-[1,3]dioxane-4,6-dione). The yield is 49.5%. As a reaction SMILES: CO[CH:3]=[C:4]1[C:9](=[O:10])[O:8][C:7]([CH3:12])([CH3:11])[O:6][C:5]1=[O:13].[NH2:14][C:15]1[CH2:20][CH:19]([C:21]2[CH:26]=[CH:25][CH:24]=[CH:23][C:22]=2[Cl:27])[CH2:18][C:17](=[O:28])[CH:16]=1>C(#N)C>[CH3:12][C:7]1([CH3:11])[O:6][C:5](=[O:13])[C:4](=[CH:3][NH:14][C:15]2[CH2:20][CH:19]([C:21]3[CH:26]=[CH:25][CH:24]=[CH:23][C:22]=3[Cl:27])[CH2:18][C:17](=[O:28])[CH:16]=2)[C:9](=[O:10])[O:8]1. Reported procedure: To a solution of 5-methoxymethylene-2,2-dimethyl-[1,3]dioxane-4,6-dione (1.7 g) in acetonitrile (15 ml) was added 1-amino-5-(2-chlorophenyl)cyclohexen-3-one (2.2 g), and the mixture was stirred at room temperature for 13 hours. Precipitated crystals were filtered and washed with acetonitrile to give colorless crystals of 2,2-dimethyl-5-[(3-oxo-5-(2-chlorophenyl)-1-cyclohexenylamino)methylene]-[1,3]dioxane-4,6-dione (1.7 g). Reactants: CC(C)(C)OC(=O)NC(Cc1cn(C(c2ccccc2)(c2ccccc2)c2ccccc2)cn1)C(=O)O, CNOC, CCN(C(C)C)C(C)C, Cl, CN(C)C=O. The product is CON(C)C(=O)C(Cc1cn(C(c2ccccc2)(c2ccccc2)c2ccccc2)cn1)NC(=O)OC(C)(C)C. RXN SMILES: [C:1]([CH3:2])([CH3:3])([CH3:4])[O:5][C:6](=[O:7])[NH:8][CH:9]([C:10](=[O:11])[OH:12])[CH2:13][c:14]1[n:15][cH:16][n:17]([C:19]([c:20]2[cH:21][cH:22][cH:23][cH:24][cH:25]2)([c:26]2[cH:27][cH:28][cH:29][cH:30][cH:31]2)[c:32]2[cH:33][cH:34][cH:35][cH:36][cH:37]2)[cH:18]1.[CH3:48][NH:49][O:50][CH3:51].[CH:38]([N:39]([CH2:40][CH3:41])[CH:42]([CH3:43])[CH3:44])([CH3:45])[CH3:46].[ClH:47].[O:52]=[CH:53][N:54]([CH3:55])[CH3:56]>>[C:1]([CH3:2])([CH3:3])([CH3:4])[O:5][C:6](=[O:7])[NH:8][CH:9]([C:10](=[O:12])[N:49]([CH3:48])[O:50][CH3:51])[CH2:13][c:14]1[n:15][cH:16][n:17]([C:19]([c:20]2[cH:21][cH:22][cH:23][cH:24][cH:25]2)([c:26]2[cH:27][cH:28][cH:29][cH:30][cH:31]2)[c:32]2[cH:33][cH:34][cH:35][cH:36][cH:37]2)[cH:18]1.